This data is from the Open Reaction Database (ORD), a public repository of structured organic reaction records. The task is: describe an organic reaction: reactants, conditions, products, and yield Starting materials: CC1=NC(=NO1)C1=C(N=C(S1)N)C1=CC=CC=C1 (5-(5-methyl-[1,2,4]oxadiazol-3-yl)-4-phenyl-thiazol-2-ylamine), C1(CCCCC1)C(=O)Cl (cyclohexanecarbonyl chloride). Yields the product CC1=NC(=NO1)C1=C(N=C(S1)NC(=O)C1CCCCC1)C1=CC=CC=C1 (Cyclohexanecarboxylic acid [5-(5-methyl-[1,2,4]oxadiazol-3-yl)-4-phenyl-thiazol-2-yl]-amide). Reaction SMILES: [CH3:1][C:2]1[O:6][N:5]=[C:4]([C:7]2[S:11][C:10]([NH2:12])=[N:9][C:8]=2[C:13]2[CH:18]=[CH:17][CH:16]=[CH:15][CH:14]=2)[N:3]=1.[CH:19]1([C:25](Cl)=[O:26])[CH2:24][CH2:23][CH2:22][CH2:21][CH2:20]1>>[CH3:1][C:2]1[O:6][N:5]=[C:4]([C:7]2[S:11][C:10]([NH:12][C:25]([CH:19]3[CH2:24][CH2:23][CH2:22][CH2:21][CH2:20]3)=[O:26])=[N:9][C:8]=2[C:13]2[CH:14]=[CH:15][CH:16]=[CH:17][CH:18]=2)[N:3]=1. Procedure: Prepared from 5-(5-methyl-[1,2,4]oxadiazol-3-yl)-4-phenyl-thiazol-2-ylamine and cyclohexanecarbonyl chloride. The product is C(C)N1N=C(C(=C1C)NS(=O)(=O)C1=NN2C(C=C(C=C2OC)C)=N1)C(F)(F)F (N-(1-Ethyl-5-methyl3-(trifluoromethyl)-4-pyrazolyl)-5-methoxy-7-methyl[1,2,4]triazolo[1,5-a]pyridine-2-sulfonamide). The reactants are solution, C[O-].[Na+] (sodium methoxide), CO (methanol), C(C)N1N=C(C(=C1C)NS(=O)(=O)C1=NN2C(C=C(C=C2Cl)C)=N1)C(F)(F)F (N-(1-ethyl-5-methyl-3-(trifluoromethyl)-4-pyrazolyl)-5-chloro-7-methyl[1,2,4]triazolo[1,5-a]pyridine-2-sulfonamide), C(C)(=O)O (acetic acid). Reaction conditions: time 18 hour. Reaction SMILES: C[O-].[Na+].CO.[CH2:6]([N:8]1[C:12]([CH3:13])=[C:11]([NH:14][S:15]([C:18]2[N:28]=[C:21]3[CH:22]=[C:23]([CH3:27])[CH:24]=[C:25](Cl)[N:20]3[N:19]=2)(=[O:17])=[O:16])[C:10]([C:29]([F:32])([F:31])[F:30])=[N:9]1)[CH3:7].[C:33](O)(=[O:35])C>CS(C)=O>[CH2:6]([N:8]1[C:12]([CH3:13])=[C:11]([NH:14][S:15]([C:18]2[N:28]=[C:21]3[CH:22]=[C:23]([CH3:27])[CH:24]=[C:25]([O:35][CH3:33])[N:20]3[N:19]=2)(=[O:17])=[O:16])[C:10]([C:29]([F:32])([F:31])[F:30])=[N:9]1)[CH3:7] |f:0.1|. The solvent is CS(=O)C (dimethyl sulfoxide). Procedure details: A 25 percent solution of sodium methoxide in methanol (1.65 g, 5.4 mmol) was added to a solution of 1.14 g (2.70 mmol) of N-(1-ethyl-5-methyl-3-(trifluoromethyl)-4-pyrazolyl)-5-chloro-7-methyl[1,2,4]triazolo[1,5-a]pyridine-2-sulfonamide in 25 mL of dimethyl sulfoxide (DMSO) at ambient temperature with stirring. After 18 hours, 1.0 mL of acetic acid was added and the resulting mixture was concentrated by evaporation under reduced pressure. The residue was diluted with 25 mL of water and the resul...